From a dataset of the Open Reaction Database (ORD), a public repository of structured organic reaction records. describe an organic reaction: reactants, conditions, products, and yield Conditions: time 16 hour. Product: C(C)N1C(C(N(CC1)C(=O)NC(C(=O)N[C@@H]1C(N([C@H]1C)OCC1=CC=CC=C1)=O)C1=CC=CC=C1)=O)=O ((3S-trans)-3-[[[[(4-Ethyl-2,3-dioxo-1-piperazinyl)carbonyl]amino]phenylacetyl]amino]-4-methyl-1-(phenylmethoxy)-2-azetidinone). Procedure details: A suspension of α-[[(4-ethyl-2,3-dioxo-1-piperazinyl)carbonyl]amino]benzeneacetic acid (0.879 g) hydroxybenzotriazole (0.42 g), and dicyclohexylcarbodiimide (0.56 g), in dimethylformamide (15 ml) is stirred at 26° C. for one hour, at which point a solution of (3S-trans)-3-amino-4-methyl-1-(phenylmethoxy)-2-azetidinone, toluenesulfonate (0.95 g) and diisopropylethylamine (0.44 ml) in dimethylformamide (5 ml) is added. The reaction mixture is stirred at room temperature for about 16 hours, then po... Reaction SMILES: [CH2:1]([N:3]1[CH2:8][CH2:7][N:6]([C:9]([NH:11][CH:12]([C:16]2[CH:21]=[CH:20][CH:19]=[CH:18][CH:17]=2)[C:13]([OH:15])=O)=[O:10])[C:5](=[O:22])[C:4]1=[O:23])[CH3:2].C1(N=C=NC2CCCCC2)CCCCC1.[NH2:39][C@H:40]1[C@H:43]([CH3:44])[N:42]([O:45][CH2:46][C:47]2[CH:52]=[CH:51][CH:50]=[CH:49][CH:48]=2)[C:41]1=[O:53].C1(C)C(S([O-])(=O)=O)=CC=CC=1.C(N(C(C)C)CC)(C)C>CN(C)C=O.O>[CH2:1]([N:3]1[CH2:8][CH2:7][N:6]([C:9]([NH:11][CH:12]([C:16]2[CH:21]=[CH:20][CH:19]=[CH:18][CH:17]=2)[C:13]([NH:39][C@H:40]2[C@H:43]([CH3:44])[N:42]([O:45][CH2:46][C:47]3[CH:48]=[CH:49][CH:50]=[CH:51][CH:52]=3)[C:41]2=[O:53])=[O:15])=[O:10])[C:5](=[O:22])[C:4]1=[O:23])[CH3:2]. Run in O (water), CN(C=O)C (dimethylformamide), CN(C=O)C (dimethylformamide). Reactants: C(C)N1C(C(N(CC1)C(=O)NC(C(=O)O)C1=CC=CC=C1)=O)=O (α-[[(4-ethyl-2,3-dioxo-1-piperazinyl)carbonyl]amino]benzeneacetic acid), C1(CCCCC1)N=C=NC1CCCCC1 (dicyclohexylcarbodiimide), N[C@@H]1C(N([C@H]1C)OCC1=CC=CC=C1)=O ((3S-trans)-3-amino-4-methyl-1-(phenylmethoxy)-2-azetidinone), C=1(C(=CC=CC1)S(=O)(=O)[O-])C (toluenesulfonate), C(C)(C)N(CC)C(C)C (diisopropylethylamine). Product: COc1cccc(OC)c1C(=O)Nc1nnc(C2SCCCS2)s1. Reactants: COc1cccc(OC)c1C(=O)Cl, Cc1ccccc1, Nc1nnc(C2SCCCS2)s1. Reaction SMILES: [CH3:1][O:2][c:3]1[c:4]([C:5](=[O:6])[Cl:7])[c:8]([O:12][CH3:13])[cH:9][cH:10][cH:11]1.[CH3:26][c:27]1[cH:28][cH:29][cH:30][cH:31][cH:32]1.[NH2:14][c:15]1[s:16][c:17]([CH:20]2[S:21][CH2:22][CH2:23][CH2:24][S:25]2)[n:18][n:19]1>>[CH3:1][O:2][c:3]1[c:4]([C:5](=[O:6])[NH:14][c:15]2[s:16][c:17]([CH:20]3[S:21][CH2:22][CH2:23][CH2:24][S:25]3)[n:18][n:19]2)[c:8]([O:12][CH3:13])[cH:9][cH:10][cH:11]1. Starting materials: COC1=NC=2N(C3=C1C=NC1=C3C=NN1)N=CN2 (5-Methoxy-8H-pyrazolo[4',3':5,6]pyrido[3,4-e][1,2,4]triazolo[1,5-a]pyrimidine), ClC1=NC=2N(C3=C1C=NC1=C3C=NN1CC)N=CN2 (5-chloro-8-ethyl-8H-pyrazolo[4',3':5,6]pyrido[3,4-e][1,2,4]triazolo[1,5-a]pyrimidine), C(C1=CC=CC=C1)O (benzyl alcohol). Solvent: C(C)O (ethanol). Product: C1(=CC=CC=C1)COC1=NC=2N(C3=C1C=NC1=C3C=NN1)N=CN2 (5-phenylmethoxy-8H-pyrazolo[4',3':5,6]pyrido[3,4-e][1,2,4]triazolo[1,5-a]pyrimidine). Reaction SMILES: [CH3:1][O:2][C:3]1[C:8]2[CH:9]=[N:10][C:11]3[NH:15][N:14]=[CH:13][C:12]=3[C:7]=2[N:6]2[N:16]=[CH:17][N:18]=[C:5]2[N:4]=1.ClC1C2C=NC3N(CC)N=CC=3C=2N2N=CN=C2N=1.C(O)[C:39]1[CH:44]=[CH:43][CH:42]=[CH:41][CH:40]=1>C(O)C>[C:39]1([CH2:1][O:2][C:3]2[C:8]3[CH:9]=[N:10][C:11]4[NH:15][N:14]=[CH:13][C:12]=4[C:7]=3[N:6]3[N:16]=[CH:17][N:18]=[C:5]3[N:4]=2)[CH:44]=[CH:43][CH:42]=[CH:41][CH:40]=1. Reported procedure: By substituting the 5-chloro-8H-pyrazolo[4',3':5,6]pyrido[3,4-e][1,2,4]triazolo[1,5-a]pyrimidine of Example 15 for the 5-chloro-8-ethyl-8H-pyrazolo[4',3':5,6]pyrido[3,4-e][1,2,4]triazolo[1,5-a]pyrimidine and benzyl alcohol for the ethanol in the procedure of Example 4, 5-phenylmethoxy-8H-pyrazolo[4',3':5,6]pyrido[3,4-e][1,2,4]triazolo[1,5-a]pyrimidine is obtained. The reactants are C[Si](CCOCN(C1=CC(=NC=2N1N=CC2C=2C=NC1=CC=CC=C1C2)C2CCC(CC2)CC(=O)OCC)COCC[Si](C)(C)C)(C)C (ethyl 2-(4-(7-(bis((2-(trimethylsilyl)ethoxy)methyl)amino)-3-(quinolin-3-yl)pyrazolo[1,5-a]pyrimidin-5-yl)cyclohexyl)acetate), CN1N=CC(=C1)B1OC(C)(C)C(C)(C)O1 (N-methyl pyrazole-4-boronic acid pinacol ester), N1=CC(=CC2=CC=CC=C12)B(O)O (quinoline-3-boronic acid). Yields the product C[Si](CCOCN(C1=CC(=NC=2N1N=CC2C=2C=NN(C2)C)C2CCC(CC2)CC(=O)OCC)COCC[Si](C)(C)C)(C)C (Ethyl 2-(4-(7-(bis((2-(trimethylsilyl)ethoxy)methyl)amino)-3-(1-methyl-1H-pyrazol-4-yl)pyrazolo[1,5-a]pyrimidin-5-yl)cyclohexyl)acetate). Reaction SMILES: [CH3:1][Si:2]([CH3:48])([CH3:47])[CH2:3][CH2:4][O:5][CH2:6][N:7]([CH2:39][O:40][CH2:41][CH2:42][Si:43]([CH3:46])([CH3:45])[CH3:44])[C:8]1[N:13]2[N:14]=[CH:15][C:16]([C:17]3[CH:18]=[N:19][C:20]4C([CH:26]=3)=CC=CC=4)=[C:12]2[N:11]=[C:10]([CH:27]2[CH2:32][CH2:31][CH:30]([CH2:33][C:34]([O:36][CH2:37][CH3:38])=[O:35])[CH2:29][CH2:28]2)[CH:9]=1.C[N:50]1C=C(B2OC(C)(C)C(C)(C)O2)C=N1.N1C2C(=CC=CC=2)C=C(B(O)O)C=1>>[CH3:47][Si:2]([CH3:48])([CH3:1])[CH2:3][CH2:4][O:5][CH2:6][N:7]([CH2:39][O:40][CH2:41][CH2:42][Si:43]([CH3:46])([CH3:45])[CH3:44])[C:8]1[N:13]2[N:14]=[CH:15][C:16]([C:17]3[CH:26]=[N:50][N:19]([CH3:20])[CH:18]=3)=[C:12]2[N:11]=[C:10]([CH:27]2[CH2:28][CH2:29][CH:30]([CH2:33][C:34]([O:36][CH2:37][CH3:38])=[O:35])[CH2:31][CH2:32]2)[CH:9]=1. Procedure details: Ethyl 2-(4-(7-(bis((2-(trimethylsilyl)ethoxy)methyl)amino)-3-(1-methyl-1H-pyrazol-4-yl)pyrazolo[1,5-a]pyrimidin-5-yl)cyclohexyl)acetate was synthesized in a manner similar to the synthesis of ethyl 2-(4-(7-(bis((2-(trimethylsilyl)ethoxy)methyl)amino)-3-(quinolin-3-yl)pyrazolo[1,5-a]pyrimidin-5-yl)cyclohexyl)acetate, but with N-methyl pyrazole-4-boronic acid pinacol ester substituted for quinoline-3-boronic acid. Starting materials: ice water, C([O-])(O)=O.[Na+] (sodium bicarbonate), NC=1SC(=CN1)SC1=CC=C(C=C1)[N+](=O)[O-] (2-amino-5-(4-nitrophenylthio)thiazole), N1=CC=CC=C1 (pyridine), C(CC)(=O)Cl (propionylchloride). Run in CN(C=O)C (N,N-dimethylformamide). Yields the product C(CC)(=O)NC=1SC(=CN1)SC1=CC=C(C=C1)[N+](=O)[O-] (2-propionylamino-5-(4-nitrophenylthio)thiazole). The yield is 78.7%. RXN SMILES: [NH2:1][C:2]1[S:3][C:4]([S:7][C:8]2[CH:13]=[CH:12][C:11]([N+:14]([O-:16])=[O:15])=[CH:10][CH:9]=2)=[CH:5][N:6]=1.N1C=CC=CC=1.[C:23](Cl)(=[O:26])[CH2:24][CH3:25].C(=O)(O)[O-].[Na+]>CN(C)C=O>[C:23]([NH:1][C:2]1[S:3][C:4]([S:7][C:8]2[CH:9]=[CH:10][C:11]([N+:14]([O-:16])=[O:15])=[CH:12][CH:13]=2)=[CH:5][N:6]=1)(=[O:26])[CH2:24][CH3:25] |f:3.4|. Reported procedure: To a mixture of 2-amino-5-(4-nitrophenylthio)thiazole (2.6 g) and pyridine (1 g) in N,N-dimethylformamide (30 ml) was added dropwise the propionylchloride (1.1 g) at 5° C. under ice cooling with stirring. The mixture was stirred at 5° C. for 3.5 hours. The reaction mixture was poured into ice water and the mixture was adjusted to pH 8 using aqueous sodium bicarbonate. The precipitates were collected by filtration, washed with water and dried in vacuo to give 2-propionylamino-5-(4-nitrophenylthio... Reaction SMILES: [C:1]1([C:7]2[CH:8]=[N:9][C:10]([CH2:13]O)=[CH:11][CH:12]=2)[CH:6]=[CH:5][CH:4]=[CH:3][CH:2]=1.C(N(C(C)C)CC)(C)C.FC(F)(F)S(OS(C(F)(F)F)(=O)=O)(=O)=O.C([N:58]1[CH:62]=[C:61]([CH2:63][C:64]2[CH:69]=[CH:68][C:67]([C:70]#[N:71])=[CH:66][CH:65]=2)[N:60]=[CH:59]1)(C1C=CC=CC=1)(C1C=CC=CC=1)C1C=CC=CC=1.[Cl:72]CCl>>[ClH:72].[C:1]1([C:7]2[CH:8]=[N:9][C:10]([CH2:13][N:60]3[C:61]([CH2:63][C:64]4[CH:69]=[CH:68][C:67]([C:70]#[N:71])=[CH:66][CH:65]=4)=[CH:62][N:58]=[CH:59]3)=[CH:11][CH:12]=2)[CH:6]=[CH:5][CH:4]=[CH:3][CH:2]=1 |f:5.6|. Run at temperature -78 celsius, time 1 hour. Reactants: C(C1=CC=CC=C1)(C1=CC=CC=C1)(C1=CC=CC=C1)N1C=NC(=C1)CC1=CC=C(C=C1)C#N (1-trityl-4-(4-cyanobenzyl)imidazole), ClCCl (dichloromethane), C1(=CC=CC=C1)C=1C=NC(=CC1)CO (3-phenyl-6-hydroxymethylpyridine), C(C)(C)N(CC)C(C)C (diisopropylethylamine), FC(S(=O)(=O)OS(=O)(=O)C(F)(F)F)(F)F (trifluoromethanesulfonic anhydride), ClCCl (dichloromethane). The product is Cl.C1(=CC=CC=C1)C=1C=NC(=CC1)CN1C=NC=C1CC1=CC=C(C=C1)C#N (1-(3-Phenylpyrid-6-ylmethyl)-5-(4-cyanobenzyl) imidazole hvdrochloride salt). Procedure details: To a solution of 3-phenyl-6-hydroxymethylpyridine (192 mg, 1.04 mmol) and diisopropylethylamine (0.360 mL, 2.07 mmol) in dichloromethane (8 mL) at -78° C. was added trifluoromethanesulfonic anhydride (0.180 mL, 1.07 nmuol) and the mixture stirred at -78° C. for 1 hour. To this mixture was added a solution of 1-trityl-4-(4-cyanobenzyl)imidazole (441 mg, 1.04 mmol) in dichloromethane (9 mL). The mixture was allowed to warm to ambient temperature and stirred for 4 hours. The solvent was evaporated ...